From a dataset of the Open Reaction Database (ORD), a public repository of structured organic reaction records. describe an organic reaction: reactants, conditions, products, and yield Reactants: C(C)OC([C@H](CC1=CC=C(C=C1)OCC(=O)O)OC)=O ((2S)-3-(4-carboxymethoxy-phenyl)-2-methoxy-propionic acid ethyl ester), CC(CC(C)C)N (1,3-dimethyl-butylamine), C(C)O[C@H](C(=O)O)CC1=CC=C(C=C1)O[C@H](C)C(NCCC1=CC=C(C=C1)OC1=CC=CC=C1)=O ((2S,1R)-2-ethoxy-3-(4-{1-[2-(4-phenoxy-phenyl)-ethylcarbamoyl]-ethoxy}-phenyl)-propionic acid). Yields the product CC(CC(C)C)NC(=O)COC1=CC=C(C=C1)C[C@@H](C(=O)O)OC ((2S)-3-{4-[(1,3-dimethyl-butylcarbamoyl)-methoxy]-phenyl}-2-methoxy-propionic acid). Reaction SMILES: C([O:3][C:4](=[O:20])[C@@H:5]([O:18][CH3:19])[CH2:6][C:7]1[CH:12]=[CH:11][C:10]([O:13][CH2:14][C:15]([OH:17])=O)=[CH:9][CH:8]=1)C.[CH3:21][CH:22]([NH2:27])[CH2:23][CH:24]([CH3:26])[CH3:25].C(O[C@@H](CC1C=CC(O[C@@H](C(=O)NCCC2C=CC(OC3C=CC=CC=3)=CC=2)C)=CC=1)C(O)=O)C>>[CH3:21][CH:22]([NH:27][C:15]([CH2:14][O:13][C:10]1[CH:9]=[CH:8][C:7]([CH2:6][C@H:5]([O:18][CH3:19])[C:4]([OH:3])=[O:20])=[CH:12][CH:11]=1)=[O:17])[CH2:23][CH:24]([CH3:26])[CH3:25]. Procedure details: The title compound was prepared from (2S)-3-(4-carboxymethoxy-phenyl)-2-methoxy-propionic acid ethyl ester (PREPARATION 3, step 2) and 1,3-dimethyl-butylamine via the same procedure used for the preparation of (2S,1R)-2-ethoxy-3-(4-{1-[2-(4-phenoxy-phenyl)-ethylcarbamoyl]-ethoxy}-phenyl)-propionic acid (Example 1, step 3) to produce a colorless oil. MS (ES) for C18H27NO5 [M−H]−: 336. The reactants are N1CCNCC1 (piperazine), O1C(=CC=C1)C(=O)OC (methyl 2-furoate). The solvent is xylenes. Yields the product O1C(=CC=C1)C(=O)N1CCNCC1 (N-2-Furoyl Piperazine). Isolated yield 65.8%. As a reaction SMILES: [NH:1]1[CH2:6][CH2:5][NH:4][CH2:3][CH2:2]1.[O:7]1[CH:11]=[CH:10][CH:9]=[C:8]1[C:12](OC)=[O:13]>>[O:7]1[CH:11]=[CH:10][CH:9]=[C:8]1[C:12]([N:1]1[CH2:6][CH2:5][NH:4][CH2:3][CH2:2]1)=[O:13]. Procedure: To a suspension of piperazine (69.68 g, 0.8091 mol) in xylenes (100 mL) was added (50.00 g, 0.3965 mol) of methyl 2-furoate. The formed reaction mixture was refluxed for 18 hours. The unreacted piperazine was filtered and the filtrate was concentrated under vacuum to give 47.0 g (0.2608 mol) of required product (64% yield).